This data is from the Open Reaction Database (ORD), a public repository of structured organic reaction records. The task is: describe an organic reaction: reactants, conditions, products, and yield Starting materials: C(C)N(CC(=O)C1=CC(=C(C(=C1)OC)OC)OC)CC (2-diethylamino-1-(3,4,5-trimethoxyphenyl)ethanone), C(C)(=O)[O-].[NH4+] (ammonium acetate), [BH3-]C#N.[Na+] (NaCNBH3). The product is C(C)N(CC(N)C1=CC(=C(C(=C1)OC)OC)OC)CC (N1, N1 -Diethyl-2-(3,4,5-trimethoxyphenyl)-1,2-ethanediamine). As a reaction SMILES: [CH2:1]([N:3]([CH2:19][CH3:20])[CH2:4][C:5]([C:7]1[CH:12]=[C:11]([O:13][CH3:14])[C:10]([O:15][CH3:16])=[C:9]([O:17][CH3:18])[CH:8]=1)=O)[CH3:2].C([O-])(=O)C.[NH4+].[BH3-]C#[N:28].[Na+]>>[CH2:1]([N:3]([CH2:19][CH3:20])[CH2:4][CH:5]([C:7]1[CH:12]=[C:11]([O:13][CH3:14])[C:10]([O:15][CH3:16])=[C:9]([O:17][CH3:18])[CH:8]=1)[NH2:28])[CH3:2] |f:1.2,3.4|. Procedure details: In a manner similar to Preparation 21 react 2-diethylamino-1-(3,4,5-trimethoxyphenyl)ethanone with ammonium acetate and NaCNBH3 to obtain the title compound.